Dataset: the Open Reaction Database (ORD), a public repository of structured organic reaction records. Task: describe an organic reaction: reactants, conditions, products, and yield The reactants are ClC1=C(C(=O)O)C=CC(=N1)C(F)(F)F (2-chloro-6-(trifluoromethyl)nicotinic acid), CNC (N-methylmethanamine), C1CCOC1 (THF). Conditions: time 24 hour. Yields the product CN(C1=C(C(=O)O)C=CC(=N1)C(F)(F)F)C (2-(Dimethylamino)-6-(trifluoromethyl)nicotinic acid). The yield is 96.0%. Reaction SMILES: Cl[C:2]1[N:10]=[C:9]([C:11]([F:14])([F:13])[F:12])[CH:8]=[CH:7][C:3]=1[C:4]([OH:6])=[O:5].[CH3:15][NH:16][CH3:17].C1COCC1>>[CH3:15][N:16]([CH3:17])[C:2]1[N:10]=[C:9]([C:11]([F:14])([F:13])[F:12])[CH:8]=[CH:7][C:3]=1[C:4]([OH:6])=[O:5]. Reported procedure: A mixture of 2-chloro-6-(trifluoromethyl)nicotinic acid (APOLLO, 2.5 g, 11.1 mmol) and 2M N-methylmethanamine in THF solvent (50 ml, 25 mmol) was stirred for 24 hours at room temperature according to J. Med. Chem., 2005, 48, 71. Then the reaction mixture was evaporated in vacuo to give the title compound (2.5 g, 96%). The reactants are ClC=1N=C(NC1C=O)C1=CC=CC=C1 (4-chloro-5-formyl-2-phenylimidazole), [N+](=O)(O)[O-] (nitric acid), S(O)(O)(=O)=O (sulfuric acid). Run in ice water. Reaction conditions: time 1 hour. The product is ClC=1N=C(NC1C=O)C1=CC=C(C=C1)[N+](=O)[O-] (4-chloro-5-formyl-2-(4-nitrophenyl)imidazole). RXN SMILES: [Cl:1][C:2]1[N:3]=[C:4]([C:9]2[CH:14]=[CH:13][CH:12]=[CH:11][CH:10]=2)[NH:5][C:6]=1[CH:7]=[O:8].[N+:15]([O-])([OH:17])=[O:16].S(=O)(=O)(O)O>>[Cl:1][C:2]1[N:3]=[C:4]([C:9]2[CH:10]=[CH:11][C:12]([N+:15]([O-:17])=[O:16])=[CH:13][CH:14]=2)[NH:5][C:6]=1[CH:7]=[O:8]. Procedure: 10 g of 4-chloro-5-formyl-2-phenylimidazole was added little by little to a mixture of 25 ml each of fuming nitric acid (specific gravity of 1.52) and concentrated sulfuric acid. After addition was completed, the mixture was stirred at room temperature for 1 hour, and poured into 400 ml of ice-water. Recrystallization of the resultant precipitate from 100 ml of dimethylformamide yielded 9 g of 4-chloro-5-formyl-2-(4-nitrophenyl)imidazole as slightly yellow, needle-formed crystals, m.p. of not lo... Reactants: CN1CC(C#N)C(Cc2ccc(Cl)cc2)C1, [Na+], [OH-], O. The product is CN1CC2Cc3ccc(Cl)cc3C(=O)C2C1. Reaction SMILES: [Cl:1][c:2]1[cH:3][cH:4][c:5]([CH2:6][CH:7]2[CH:8]([C:13]#[N:14])[CH2:9][N:10]([CH3:12])[CH2:11]2)[cH:15][cH:16]1.[Na+:18].[OH-:17].[OH2:19]>>[Cl:1][c:2]1[cH:3][c:4]2[c:5]([cH:15][cH:16]1)[CH2:6][CH:7]1[CH:8]([CH2:9][N:10]([CH3:12])[CH2:11]1)[C:13]2=[O:17].